This data is from the Open Reaction Database (ORD), a public repository of structured organic reaction records. The task is: describe an organic reaction: reactants, conditions, products, and yield The reactants are C(C)(C)(C)OC (methyl tert-butyl ether), I(=O)(=O)(=O)[O-].[Na+] (sodium periodate), C(C=C)O[C@H]1C[C@H](CCC1)OCC=1N=C(OC1C)C1=CC=C(C=C1)F (4-(cis-3-allyloxycyclohexyloxymethyl)-2-(4-fluorophenyl)-5-methyl-oxazole). Reagents/catalysts: [Os](=O)(=O)(=O)=O (osmium tetroxide). Run in O (water), C(C)OCC (diethyl ether). Reaction conditions: time 8 hour. Product: FC1=CC=C(C=C1)C=1OC(=C(N1)CO[C@H]1C[C@H](CCC1)CC=O)C ([cis-3-[2-(4-Fluorophenyl)-5-methyloxazol-4-ylmethoxy]cyclohexyl]acetaldehyde). RXN SMILES: C(O[C@@H:5]1[CH2:10][CH2:9][CH2:8][C@H:7]([O:11][CH2:12][C:13]2[N:14]=[C:15]([C:19]3[CH:24]=[CH:23][C:22]([F:25])=[CH:21][CH:20]=3)[O:16][C:17]=2[CH3:18])[CH2:6]1)C=C.I([O-])(=O)(=O)=O.[Na+].[C:32]([O:36]C)(C)(C)[CH3:33]>C(OCC)C.O.[Os](=O)(=O)(=O)=O>[F:25][C:22]1[CH:21]=[CH:20][C:19]([C:15]2[O:16][C:17]([CH3:18])=[C:13]([CH2:12][O:11][C@@H:7]3[CH2:8][CH2:9][CH2:10][C@H:5]([CH2:33][CH:32]=[O:36])[CH2:6]3)[N:14]=2)=[CH:24][CH:23]=1 |f:1.2|. Procedure: 2.0 g of 4-(cis-3-allyloxycyclohexyloxymethyl)-2-(4-fluorophenyl)-5-methyl-oxazole are dissolved in 50 ml of diethyl ether, and 3.8 g of sodium periodate, dissolved in 50 ml of water, are added. At 0° C., 1 ml of an osmium tetroxide solution (2.5% by weight in tert-butanol) is added, and the mixture is stirred vigorously at room temperature. After 8 hours, 100 ml of methyl tert-butyl ether are added, and the mixture is washed with a saturated sodium thiosulfate solution. The organic phase is dri...